Dataset: the Open Reaction Database (ORD), a public repository of structured organic reaction records. Task: describe an organic reaction: reactants, conditions, products, and yield The reactants are O (Water), COC=1C(=NC=CC1)CCCCNC=1NC=CC(N1)=O (2-[[4-(3-Methoxy-2-pyridyl)butyl]amino]-4-(1H)-pyrimidinone), N1=CC=C(C=C1)C=O (pyridine-4-aldehyde), C([O-])(O)=O.[K+] (potassium bicarbonate). The solvent is Cl (hydrochloric acid). Yields the product COC=1C(=NC=CC1)CCCCNC=1NC=C(C(N1)=O)C(O)C1=CC=NC=C1 (2-[[4-(3-Methoxy-2-pyridyl)butyl]amino]-5-[(4-pyridyl)hydroxymethyl]-4-(1H)-pyrimidinone). RXN SMILES: [CH3:1][O:2][C:3]1[C:4]([CH2:9][CH2:10][CH2:11][CH2:12][NH:13][C:14]2[NH:15][CH:16]=[CH:17][C:18](=[O:20])[N:19]=2)=[N:5][CH:6]=[CH:7][CH:8]=1.[N:21]1[CH:26]=[CH:25][C:24]([CH:27]=[O:28])=[CH:23][CH:22]=1.C(=O)(O)[O-].[K+].O>Cl>[CH3:1][O:2][C:3]1[C:4]([CH2:9][CH2:10][CH2:11][CH2:12][NH:13][C:14]2[NH:15][CH:16]=[C:17]([CH:27]([C:24]3[CH:25]=[CH:26][N:21]=[CH:22][CH:23]=3)[OH:28])[C:18](=[O:20])[N:19]=2)=[N:5][CH:6]=[CH:7][CH:8]=1 |f:2.3|. Procedure: 2-[[4-(3-Methoxy-2-pyridyl)butyl]amino]-4-(1H)-pyrimidinone (0.14 g) and pyridine-4-aldehyde (0.06 g) were refluxed in concentrated hydrochloric acid (1 ml) for 5 hours. The solution was cooled and neutralised by the addition of potassium bicarbonate. Water (2 ml) was added, the aqueous layer was then decanted from the red coloured oil which was washed with more water. The oil was subjected to chromatography on silica gel using gradient elution (100% chloroform→2% Methanol in chloroform). The fr... Reactants: Fc1ccc(Br)cc1CBr, CCOC(C)=O, CS(C)=O, N#C[Na], O. The product is N#CCc1cc(Br)ccc1F. RXN SMILES: [Br:1][c:2]1[cH:3][c:4]([CH2:9][Br:10])[c:5]([F:8])[cH:6][cH:7]1.[CH3:14][CH2:15][O:16][C:17]([CH3:18])=[O:19].[CH3:21][S:22]([CH3:23])=[O:24].[Na:11][C:12]#[N:13].[OH2:20]>>[Br:1][c:2]1[cH:3][c:4]([CH2:9][C:12]#[N:13])[c:5]([F:8])[cH:6][cH:7]1. Reactants: CC(=O)OCC(F)=CC1(c2ccc(C(F)(F)F)cc2F)CC1, [Mg], Brc1cccc(Oc2ccccc2)c1, C1CCOC1. Product: FC(=CC1(c2ccc(C(F)(F)F)cc2F)CC1)Cc1cccc(Oc2ccccc2)c1. RXN SMILES: [C:16]([O:17][CH2:20][C:21](=[CH:22][C:23]1([c:26]2[c:27]([F:36])[cH:28][c:29]([C:32]([F:33])([F:34])[F:35])[cH:30][cH:31]2)[CH2:24][CH2:25]1)[F:37])(=[O:18])[CH3:19].[Mg:15].[O:1]([c:2]1[cH:3][cH:4][cH:5][cH:6][cH:7]1)[c:8]1[cH:9][c:10]([Br:14])[cH:11][cH:12][cH:13]1.[O:38]1[CH2:39][CH2:40][CH2:41][CH2:42]1>>[O:1]([c:2]1[cH:3][cH:4][cH:5][cH:6][cH:7]1)[c:8]1[cH:9][c:10]([CH2:20][C:21](=[CH:22][C:23]2([c:26]3[c:27]([F:36])[cH:28][c:29]([C:32]([F:33])([F:34])[F:35])[cH:30][cH:31]3)[CH2:24][CH2:25]2)[F:37])[cH:11][cH:12][cH:13]1. The reactants are COC(=O)C=1N=C(C=2C(N(C=CC2C1O)CC1=CC=CC=C1)=O)I (7-benzyl-4-hydroxy-1-iodo-8-oxo-7,8-dihydro-[2,7]naphthyridine-3-carboxylic acid methyl ester), C[Sn](C)(C)C (tetramethyltin), CCOC(=O)C (EtOAc), Cl (HCl). The reagents and catalysts are Cl[Pd]([P](C1=CC=CC=C1)(C2=CC=CC=C2)C3=CC=CC=C3)([P](C4=CC=CC=C4)(C5=CC=CC=C5)C6=CC=CC=C6)Cl (PdCl2(PPh3)2). The solvent is CN(C)C=O (DMF), [Cl-].[Na+].O (brine). Conditions: temperature 120 celsius. Yields the product COC(=O)C=1N=C(C=2C(N(C=CC2C1O)CC1=CC=CC=C1)=O)C (7-Benzyl-4-hydroxy-1-methyl-8-oxo-7,8-dihydro-[2,7]naphthyridine-3-carboxylic acid methyl ester). The yield is 58.2%. RXN SMILES: [CH3:1][O:2][C:3]([C:5]1[N:6]=[C:7](I)[C:8]2[C:9](=[O:23])[N:10]([CH2:16][C:17]3[CH:22]=[CH:21][CH:20]=[CH:19][CH:18]=3)[CH:11]=[CH:12][C:13]=2[C:14]=1[OH:15])=[O:4].[CH3:25][Sn](C)(C)C.CCOC(C)=O.Cl>CN(C=O)C.[Cl-].[Na+].O.Cl[Pd](Cl)([P](C1C=CC=CC=1)(C1C=CC=CC=1)C1C=CC=CC=1)[P](C1C=CC=CC=1)(C1C=CC=CC=1)C1C=CC=CC=1>[CH3:1][O:2][C:3]([C:5]1[N:6]=[C:7]([CH3:25])[C:8]2[C:9](=[O:23])[N:10]([CH2:16][C:17]3[CH:22]=[CH:21][CH:20]=[CH:19][CH:18]=3)[CH:11]=[CH:12][C:13]=2[C:14]=1[OH:15])=[O:4] |f:5.6.7,^1:47,66|. Reported procedure: A mixture of 7-benzyl-4-hydroxy-1-iodo-8-oxo-7,8-dihydro-[2,7]naphthyridine-3-carboxylic acid methyl ester (117 mg, 0.27 mmol), tetramethyltin (0.2 mL, 1.34 mmol), and PdCl2(PPh3)2 (38 mg, 0.054 mmol) in 5 mL of DMF was heated at 120° C. for 2 h under nitrogen atmosphere. After the mixture was cooled to r.t., EtOAc and brine were added. 1 M HCl was added with stirring until pH about 3. The aqueous layer was extracted with additional EtOAc, and the combined organic layer was dried over MgSO4 and ...